describe an organic reaction: reactants, conditions, products, and yield From a dataset of the Open Reaction Database (ORD), a public repository of structured organic reaction records. Reactants: ClC(=O)OC1=CC=C(C=C1)OC1=NC=C(C=C1)C(F)(F)F (4-(5-trifluoromethyl-pyridin-2-yloxy)-phenyl chloroformate), Cl.C(C1=CC=CC=C1)N(CC1CCNCC1)C (benzyl-methyl-piperidin-4-ylmethyl-amine, hydrochloride), C(C)(C)NC(C)C (diisopropylamine). Yields the product FC(C=1C=CC(=NC1)OC1=CC=C(C=C1)OC(=O)N1CCC(CC1)CN(C)CC1=CC=CC=C1)(F)F (4-[(Benzyl-methyl-amino)-methyl]-piperidine-1-carboxylic acid 4-(5-trifluoromethyl-pyridin-2-yloxy)-phenyl ester). RXN SMILES: Cl[C:2]([O:4][C:5]1[CH:10]=[CH:9][C:8]([O:11][C:12]2[CH:17]=[CH:16][C:15]([C:18]([F:21])([F:20])[F:19])=[CH:14][N:13]=2)=[CH:7][CH:6]=1)=[O:3].Cl.[CH2:23]([N:30]([CH3:38])[CH2:31][CH:32]1[CH2:37][CH2:36][NH:35][CH2:34][CH2:33]1)[C:24]1[CH:29]=[CH:28][CH:27]=[CH:26][CH:25]=1.C(NC(C)C)(C)C>>[F:19][C:18]([F:21])([F:20])[C:15]1[CH:16]=[CH:17][C:12]([O:11][C:8]2[CH:9]=[CH:10][C:5]([O:4][C:2]([N:35]3[CH2:34][CH2:33][CH:32]([CH2:31][N:30]([CH2:23][C:24]4[CH:25]=[CH:26][CH:27]=[CH:28][CH:29]=4)[CH3:38])[CH2:37][CH2:36]3)=[O:3])=[CH:6][CH:7]=2)=[N:13][CH:14]=1 |f:1.2|. Procedure: The title compound was prepared from 4-(5-trifluoromethyl-pyridin-2-yloxy)-phenyl chloroformate and benzyl-methyl-piperidin-4-ylmethyl-amine, hydrochloride, 5 equivalent of diisopropylamine was added, preparative HPLC (Method C) (56%, colourless crystals). HPLC-MS m/z=500.2 (M+1), Rt: 3.18 min. The reactants are [BH4-], CO, CC(C)[O-], CC(C)[O-], CN, CC(C)[O-], CC(C)[O-], Cc1cc(OC2CN(C(=O)c3nnc(-c4ccccc4)o3)C2)ccc1C=O, ClCCl, [Na+], O, [Ti+4]. Yields the product CNCc1ccc(OC2CN(C(=O)c3nnc(-c4ccccc4)o3)C2)cc1C. As a reaction SMILES: [BH4-:32].[CH3:1][OH:2].[CH3:34][CH:35]([CH3:36])[O-:37].[CH3:39][CH:40]([CH3:41])[O-:42].[CH3:3][NH2:4].[CH3:43][CH:44]([CH3:45])[O-:46].[CH3:47][CH:48]([CH3:49])[O-:50].[CH3:5][c:6]1[c:7]([CH:8]=[O:9])[cH:10][cH:11][c:12]([O:14][CH:15]2[CH2:16][N:17]([C:19](=[O:20])[c:21]3[o:22][c:23](-[c:26]4[cH:27][cH:28][cH:29][cH:30][cH:31]4)[n:24][n:25]3)[CH2:18]2)[cH:13]1.[Cl:52][CH2:53][Cl:54].[Na+:33].[OH2:51].[Ti+4:38]>>[CH3:3][NH:4][CH2:8][c:7]1[c:6]([CH3:5])[cH:13][c:12]([O:14][CH:15]2[CH2:16][N:17]([C:19](=[O:20])[c:21]3[o:22][c:23](-[c:26]4[cH:27][cH:28][cH:29][cH:30][cH:31]4)[n:24][n:25]3)[CH2:18]2)[cH:11][cH:10]1. Starting materials: C(C)(C)(C)OC(C[C@@H](CCCC1CCCCC1)C1=NC(=NO1)C(=O)OCC)=O (ethyl 5-{(1R)-1-[2-(tert-butoxy)-2-oxoethyl]-4-cyclohexylbutyl}-1,2,4-oxadiazole-3-carboxylate), N1CCCCC1 (piperidine). Run in C(C)O (ethanol). Conditions: temperature 60 celsius. Product: C1(CCCCC1)CCC[C@H](CC(=O)OC(C)(C)C)C1=NC(=NO1)C(=O)N1CCCCC1 (tert-Butyl (3R)-6-cyclohexyl-3-[3-(1-piperidinylcarbonyl)-1,2,4-oxadiazol-5-yl]hexanoate). The yield is 101.4%. RXN SMILES: [C:1]([O:5][C:6](=[O:28])[CH2:7][C@H:8]([C:18]1[O:22][N:21]=[C:20]([C:23](OCC)=[O:24])[N:19]=1)[CH2:9][CH2:10][CH2:11][CH:12]1[CH2:17][CH2:16][CH2:15][CH2:14][CH2:13]1)([CH3:4])([CH3:3])[CH3:2].[NH:29]1[CH2:34][CH2:33][CH2:32][CH2:31][CH2:30]1>C(O)C>[CH:12]1([CH2:11][CH2:10][CH2:9][C@@H:8]([C:18]2[O:22][N:21]=[C:20]([C:23]([N:29]3[CH2:34][CH2:33][CH2:32][CH2:31][CH2:30]3)=[O:24])[N:19]=2)[CH2:7][C:6]([O:5][C:1]([CH3:4])([CH3:3])[CH3:2])=[O:28])[CH2:13][CH2:14][CH2:15][CH2:16][CH2:17]1. Procedure: A solution of ethyl 5-{(1R)-1-[2-(tert-butoxy)-2-oxoethyl]-4-cyclohexylbutyl}-1,2,4-oxadiazole-3-carboxylate (Preparation 3) (300 mg, 0.76 mmol) in ethanol (4 ml) was treated dropwise with piperidine (0.75 ml, 7.60 mmol) and the resulting mixture was heated at 60° C. under a nitrogen atmosphere for 9 hours. The mixture was cooled and the solvent removed under reduced pressure. The residue was purified by column chromatography on silica gel eluting with dichloromethane:ethyl acetate (80:20) to af...